From a dataset of the Open Reaction Database (ORD), a public repository of structured organic reaction records. describe an organic reaction: reactants, conditions, products, and yield Starting materials: Cl (HCl), CCOC(=O)C (EtOAc), COC(C1=CC(=CC=C1)Br)=O (3-bromo-benzoic acid methyl ester), C[Si](C(F)(F)F)(C)C (trimethyl(trifluoromethyl)silane). The reagents and catalysts are CCCC[N+](CCCC)(CCCC)CCCC.[F-] (TBAF). Run in C1(=CC=CC=C1)C (toluene). Reaction conditions: temperature -78 celsius, time 20 hour. Product: BrC=1C=C(C=CC1)C(C(F)(F)F)=O (1-(3-Bromo-phenyl)-2,2,2-trifluoro-ethanone). The yield is 63.7%. Reaction SMILES: CO[C:3](=[O:11])[C:4]1[CH:9]=[CH:8][CH:7]=[C:6]([Br:10])[CH:5]=1.C[Si](C)(C)[C:14]([F:17])([F:16])[F:15].Cl.CCOC(C)=O>C1(C)C=CC=CC=1.CCCC[N+](CCCC)(CCCC)CCCC.[F-]>[Br:10][C:6]1[CH:5]=[C:4]([C:3](=[O:11])[C:14]([F:17])([F:16])[F:15])[CH:9]=[CH:8][CH:7]=1 |f:5.6|. Reported procedure: In a dry round bottom flask, 3-bromo-benzoic acid methyl ester (2 g, 9.3 mmol, Aldrich Chemical Company) and trimethyl(trifluoromethyl)silane (1.72 mL, 11.6 mmol, Aldrich Chemical Company) were dissolved in dry toluene (50 mL). Upon cooling the solution to −78° C., TBAF (232 μL, 0.23 mmol) was added and the reaction was allowed to warm up slowly to rt overnight. After stirring for 20 hr, 2N HCl (50 mL) and EtOAc (100 mL) were added, the layers were separated, and the aqueous layer was extracted ...